This data is from the Open Reaction Database (ORD), a public repository of structured organic reaction records. The task is: describe an organic reaction: reactants, conditions, products, and yield The reactants are CC1=Cc2cc(Br)ccc2OC1(C)C, CC(C)(C)[O-], COc1ccccc1S, CCO, [Na+]. Product: COc1ccccc1Sc1ccc2c(c1)C=C(C)C(C)(C)O2. RXN SMILES: [Br:1][c:2]1[cH:3][c:4]2[c:5]([cH:13][cH:14]1)[O:6][C:7]([CH3:11])([CH3:12])[C:8]([CH3:10])=[CH:9]2.[CH3:15][C:16]([CH3:17])([O-:18])[CH3:19].[CH3:21][O:22][c:23]1[c:24]([SH:29])[cH:25][cH:26][cH:27][cH:28]1.[CH3:30][CH2:31][OH:32].[Na+:20]>>[c:2]1([S:29][c:24]2[c:23]([O:22][CH3:21])[cH:28][cH:27][cH:26][cH:25]2)[cH:3][c:4]2[c:5]([cH:13][cH:14]1)[O:6][C:7]([CH3:11])([CH3:12])[C:8]([CH3:10])=[CH:9]2. Starting materials: C(C)(=O)C=1C=C2C(=NC1)C=CS2 (6-acetylthieno[3,2-b]pyridine), Cl.ON (hydroxyl amine hydrochloride). The solvent is N1=CC=CC=C1 (pyridine), C(C)O (ethanol). Conditions: temperature 80 celsius. Product: C(C)(C=1C=C2C(=NC1)C=CS2)=NO (6-Acetylthieno[3,2-b]pyridine oxime). The yield is 76.9%. RXN SMILES: [C:1]([C:4]1[CH:5]=[C:6]2[S:12][CH:11]=[CH:10][C:7]2=[N:8][CH:9]=1)(=O)[CH3:2].Cl.[OH:14][NH2:15]>N1C=CC=CC=1.C(O)C>[C:1](=[N:15][OH:14])([C:4]1[CH:5]=[C:6]2[S:12][CH:11]=[CH:10][C:7]2=[N:8][CH:9]=1)[CH3:2] |f:1.2|. Reported procedure: To a solution of 6-acetylthieno[3,2-b]pyridine (3.78 g, 21.3 mmol) in pyridine (40 ml) and ethanol (40 ml), under a nitrogen atmosphere, was added hydroxyl amine hydrochloride (5.0 g, 72 mmol). After the reaction mixture was heated at 80° C. for three hours, the solvents were removed under reduced pressure on a rotary evaporator and the residue was diluted with ice water to give crystalline product. This solid was collected by filtration and dissolved in ethyl acetate/methanol, dried over anhydr... Reactants: Cl (HCl), [OH-].[Na+] (NaOH), CC1(OCCO1)CCC(=O)NC=1C=NC2=CC=CC=C2C1NNC(=O)OC(C)(C)C (tert-butyl 2-(3-{[3-(2-methyl-1,3-dioxolan-2-yl)propanoyl]amino}quinolin-4-yl)hydrazinecarboxylate), C1(=CC=C(C=C1)S(=O)(=O)[O-])C.[NH+]1=CC=CC=C1 (pyridinium p-toluenesulfonate). The solvent is C(CCC)O (1-butanol), O (water). Reaction conditions: time 3 hour. The product is CC1=NN2C(=NC=3C=NC4=CC=CC=C4C32)CC1 (10-methyl-8,9-dihydropyridazino[1′,6′:1,2]imidazo[4,5-c]quinoline). The yield is 50.6%. RXN SMILES: [CH3:1][C:2]1([CH2:7][CH2:8][C:9]([NH:11][C:12]2[CH:13]=[N:14][C:15]3[C:20]([C:21]=2[NH:22][NH:23]C(OC(C)(C)C)=O)=[CH:19][CH:18]=[CH:17][CH:16]=3)=O)OCCO1.C1(C)C=CC(S([O-])(=O)=O)=CC=1.[NH+]1C=CC=CC=1.Cl.[OH-].[Na+]>C(O)CCC.O>[CH3:1][C:2]1[CH2:7][CH2:8][C:9]2=[N:11][C:12]3[CH:13]=[N:14][C:15]4[C:20]([C:21]=3[N:22]2[N:23]=1)=[CH:19][CH:18]=[CH:17][CH:16]=4 |f:1.2,4.5|. Procedure details: A solution of tert-butyl 2-(3-{[3-(2-methyl-1,3-dioxolan-2-yl)propanoyl]amino}quinolin-4-yl)hydrazinecarboxylate (6.83 g, 16.4 mmol) and pyridinium p-toluenesulfonate (0.10 g, 0.41 mmol) in 1-butanol (125 mL) was heated to 140° C. under an atmosphere of nitrogen. After 3 h, the reaction mixture was cooled to ambient temperature, treated with HCl (38 mL, 4.3 M in ethanol) and heated (115° C.). After 1 h, the reaction mixture was concentrated under reduced pressure to give a brown solid. The solid... Starting materials: FC(C1=CC=C(C=C1)C1=NSC2=C1C=CC(=C2)OS(=O)(=O)C(F)(F)F)(F)F (Trifluoro-methanesulfonic acid 3-(4-trifluoromethyl-phenyl)-benzo[d]isothiazol-6-yl ester), C(C#C)O (2-propyn-1-ol). The product is FC(C1=CC=C(C=C1)C1=NSC2=C1C=CC(=C2)C#CCO)(F)F (3-[3-(4-Trifluoromethyl-phenyl)-benzo[d]isothiazol-6-yl]-prop-2-yn-1-ol). RXN SMILES: [F:1][C:2]([F:27])([F:26])[C:3]1[CH:8]=[CH:7][C:6]([C:9]2[C:13]3[CH:14]=[CH:15][C:16](OS(C(F)(F)F)(=O)=O)=[CH:17][C:12]=3[S:11][N:10]=2)=[CH:5][CH:4]=1.[CH2:28]([OH:31])[C:29]#[CH:30]>>[F:27][C:2]([F:1])([F:26])[C:3]1[CH:8]=[CH:7][C:6]([C:9]2[C:13]3[CH:14]=[CH:15][C:16]([C:30]#[C:29][CH2:28][OH:31])=[CH:17][C:12]=3[S:11][N:10]=2)=[CH:5][CH:4]=1. Procedure: In analogy to example 14.1, Trifluoro-methanesulfonic acid 3-(4-trifluoromethyl-phenyl)-benzo[d]isothiazol-6-yl ester and 2-propyn-1-ol were converted to yield 3-[3-(4-Trifluoromethyl-phenyl)-benzo[d]isothiazol-6-yl]-prop-2-yn-1-ol as off-white solid, MS: 333(M). Starting materials: C1CCOC1, O=C(Nc1ccc(Cl)c(C(F)(F)F)c1)N1COc2cc(OCc3ccccc3)ccc21. Yields the product O=C(Nc1ccc(Cl)c(C(F)(F)F)c1)N1COc2cc(O)ccc21. RXN SMILES: [CH2:32]1[O:33][CH2:34][CH2:35][CH2:36]1.[Cl:1][c:2]1[c:3]([C:28]([F:29])([F:30])[F:31])[cH:4][c:5]([NH:8][C:9](=[O:10])[N:11]2[CH2:12][O:13][c:14]3[c:15]2[cH:16][cH:17][c:18]([O:20][CH2:21][c:22]2[cH:23][cH:24][cH:25][cH:26][cH:27]2)[cH:19]3)[cH:6][cH:7]1>>[Cl:1][c:2]1[c:3]([C:28]([F:29])([F:30])[F:31])[cH:4][c:5]([NH:8][C:9](=[O:10])[N:11]2[CH2:12][O:13][c:14]3[c:15]2[cH:16][cH:17][c:18]([OH:20])[cH:19]3)[cH:6][cH:7]1.